Dataset: the Open Reaction Database (ORD), a public repository of structured organic reaction records. Task: describe an organic reaction: reactants, conditions, products, and yield The product is C#CCOC(=O)OCCOC(=O)C(=C)C. RXN SMILES: [CH2:17]([C:18]#[CH:19])[OH:20].[CH2:21]([Cl:22])[Cl:23].[CH3:13][N:14]([CH3:15])[CH3:16].[Cl:1][C:2](=[O:3])[O:4][CH2:5][CH2:6][O:7][C:8]([C:9](=[CH2:10])[CH3:11])=[O:12]>>[C:2](=[O:3])([O:4][CH2:5][CH2:6][O:7][C:8]([C:9](=[CH2:10])[CH3:11])=[O:12])[O:20][CH2:17][C:18]#[CH:19]. Reactants: C#CCO, ClCCl, CN(C)C, C=C(C)C(=O)OCCOC(=O)Cl. Starting materials: C(C)(C)(C)OC(=O)N1CC(CCC1)(C1=NC=CC=N1)O (N-t-butoxycarbonyl-3-hydroxy-3-(2-pyrimidinyl)piperidine), P(=O)(Cl)(Cl)Cl (phosphorus oxychloride). Solvent: N1=CC=CC=C1 (pyridine). Conditions: time 16 hour. Yields the product C(C)(C)(C)OC(=O)N1CC(=CCC1)C1=NC=CC=N1 (N-t-butoxycarbonyl-3-(2-pyrimidinyl)-1,2,5,6-tetrahydropyridine). RXN SMILES: [C:1]([O:5][C:6]([N:8]1[CH2:13][CH2:12][CH2:11][C:10](O)([C:14]2[N:19]=[CH:18][CH:17]=[CH:16][N:15]=2)[CH2:9]1)=[O:7])([CH3:4])([CH3:3])[CH3:2].P(Cl)(Cl)(Cl)=O>N1C=CC=CC=1>[C:1]([O:5][C:6]([N:8]1[CH2:13][CH2:12][CH:11]=[C:10]([C:14]2[N:15]=[CH:16][CH:17]=[CH:18][N:19]=2)[CH2:9]1)=[O:7])([CH3:4])([CH3:2])[CH3:3]. Procedure details: 1.56 g of the compound of step 1 of Example 29 was dissolved in 15 ml of pyridine, 0.8 ml (1.5 equivalents) of phosphorus oxychloride was added under ice cooling and the result was agitated for 16 hours. The reactants are CC#N, O=C([O-])C(F)(F)Cl, COc1cn(-c2ccc(N3CCNC3=O)cc2F)nc(-c2ccnn2-c2ccccc2)c1=O, [Na+], C1COCCOCCOCCOCCOCCO1. Product: COc1cn(-c2ccc(N3CCN(C(F)F)C3=O)cc2F)nc(-c2ccnn2-c2ccccc2)c1=O. Reaction SMILES: [CH3:60][C:61]#[N:62].[Cl:34][C:35]([C:36]([O-:37])=[O:38])([F:39])[F:40].[F:1][c:2]1[c:3](-[n:14]2[n:15][c:16](-[c:23]3[cH:24][cH:25][n:26][n:27]3-[c:28]3[cH:29][cH:30][cH:31][cH:32][cH:33]3)[c:17](=[O:22])[c:18]([O:20][CH3:21])[cH:19]2)[cH:4][cH:5][c:6]([N:8]2[C:9](=[O:13])[NH:10][CH2:11][CH2:12]2)[cH:7]1.[Na+:41].[O:42]1[CH2:43][CH2:44][O:45][CH2:46][CH2:47][O:48][CH2:49][CH2:50][O:51][CH2:52][CH2:53][O:54][CH2:55][CH2:56][O:57][CH2:58][CH2:59]1>>[F:1][c:2]1[c:3](-[n:14]2[n:15][c:16](-[c:23]3[cH:24][cH:25][n:26][n:27]3-[c:28]3[cH:29][cH:30][cH:31][cH:32][cH:33]3)[c:17](=[O:22])[c:18]([O:20][CH3:21])[cH:19]2)[cH:4][cH:5][c:6]([N:8]2[C:9](=[O:13])[N:10]([CH:35]([F:39])[F:40])[CH2:11][CH2:12]2)[cH:7]1.